Dataset: the Open Reaction Database (ORD), a public repository of structured organic reaction records. Task: describe an organic reaction: reactants, conditions, products, and yield Starting materials: C(C)(C)(C)NC(C(CCCCB1OC(C(O1)(C)C)(C)C)(C1CCC(CC1)C1=CC=C(C=C1)Cl)NC(C)=O)=O (2-acetylamino-2-[4-(4-chlorophenyl)-cyclohexyl]-6-(4,4,5,5-tetramethyl-[1,3,2]-dioxaborolan-2-yl)hexanoic acid tert-butylamide), O (water). Run in Cl (HCl). Yields the product NC(C(=O)O)(CCCCB(O)O)C1CCC(CC1)C1=CC=C(C=C1)Cl (2-amino-6-borono-2-(4-(4-chlorophenyl)cyclohexyl)hexanoic acid). Yield: 81.0%. As a reaction SMILES: C(N[C:6](=[O:38])[C:7]([NH:34]C(=O)C)([CH:21]1[CH2:26][CH2:25][CH:24]([C:27]2[CH:32]=[CH:31][C:30]([Cl:33])=[CH:29][CH:28]=2)[CH2:23][CH2:22]1)[CH2:8][CH2:9][CH2:10][CH2:11][B:12]1[O:16]C(C)(C)C(C)(C)[O:13]1)(C)(C)C.[OH2:39]>Cl>[NH2:34][C:7]([CH:21]1[CH2:22][CH2:23][CH:24]([C:27]2[CH:32]=[CH:31][C:30]([Cl:33])=[CH:29][CH:28]=2)[CH2:25][CH2:26]1)([CH2:8][CH2:9][CH2:10][CH2:11][B:12]([OH:13])[OH:16])[C:6]([OH:38])=[O:39]. Procedure details: A solution of 2-acetylamino-2-[4-(4-chlorophenyl)-cyclohexyl]-6-(4,4,5,5-tetramethyl-[1,3,2]-dioxaborolan-2-yl)hexanoic acid tert-butylamide (980 mg) in 6 N HCl (15 mL) was stirred at 90° C. for 1 day. After cooling to room temperature, the reaction mixture was transferred to a separatory funnel, diluted with deionized water (10 mL) and washed with dichloromethane (3×). The aqueous layer was frozen in liquid nitrogen and lyophilized to give 2-amino-6-borono-2-(4-(4-chlorophenyl)cyclohexyl)hexano...